This data is from the Open Reaction Database (ORD), a public repository of structured organic reaction records. The task is: describe an organic reaction: reactants, conditions, products, and yield The reactants are CCOC(C)=O, CCOC(=O)C(N)CS, CCCCCC, CCOC(C)=O, Cl, O=C(O)C(F)(F)F, OC(c1ccccc1)(c1ccccc1)c1ccccc1. The product is CCOC(=O)C(N)CSC(c1ccccc1)(c1ccccc1)c1ccccc1. Reaction SMILES: [C:37]([O:38][CH2:39][CH3:40])(=[O:41])[CH3:42].[CH2:2]([CH3:3])[O:4][C:5]([CH:6]([NH2:7])[CH2:8][SH:9])=[O:10].[CH3:31][CH2:32][CH2:33][CH2:34][CH2:35][CH3:36].[CH3:43][CH2:44][O:45][C:46](=[O:47])[CH3:48].[ClH:1].[F:49][C:50]([F:51])([F:52])[C:53]([OH:54])=[O:55].[c:11]1([C:17]([OH:18])([c:19]2[cH:20][cH:21][cH:22][cH:23][cH:24]2)[c:25]2[cH:26][cH:27][cH:28][cH:29][cH:30]2)[cH:12][cH:13][cH:14][cH:15][cH:16]1>>[CH2:2]([CH3:3])[O:4][C:5]([CH:6]([NH2:7])[CH2:8][S:9][C:17]([c:11]1[cH:12][cH:13][cH:14][cH:15][cH:16]1)([c:19]1[cH:20][cH:21][cH:22][cH:23][cH:24]1)[c:25]1[cH:26][cH:27][cH:28][cH:29][cH:30]1)=[O:10]. Reactants: NCC=1C=CC(=NC1)OC=1C=C(C2=C(B(OC2CC(=O)OCC)O)C1)C (ethyl 2-(6-(5-(aminomethyl)pyridin-2-yloxy)-1-hydroxy-4-methyl-1,3-dihydrobenzo[c][1,2]oxaborol-3-yl)acetate), [OH-].[Na+] (NaOH). The solvent is CO.C1CCOC1 (MeOH THF). Reaction conditions: time 2 hour. The product is NCC=1C=CC(=NC1)OC=1C=C(C2=C(B(OC2CC(=O)O)O)C1)C (2-(6-(5-(Aminomethyl)pyridin-2-yloxy)-1-hydroxy-4-methyl-1,3-dihydrobenzo[c][1,2]oxaborol-3-yl)acetic acid). The yield is 78.3%. As a reaction SMILES: [NH2:1][CH2:2][C:3]1[CH:4]=[CH:5][C:6]([O:9][C:10]2[CH:11]=[C:12]([CH3:26])[C:13]3[CH:17]([CH2:18][C:19]([O:21]CC)=[O:20])[O:16][B:15]([OH:24])[C:14]=3[CH:25]=2)=[N:7][CH:8]=1.[OH-].[Na+]>CO.C1COCC1>[NH2:1][CH2:2][C:3]1[CH:4]=[CH:5][C:6]([O:9][C:10]2[CH:11]=[C:12]([CH3:26])[C:13]3[CH:17]([CH2:18][C:19]([OH:21])=[O:20])[O:16][B:15]([OH:24])[C:14]=3[CH:25]=2)=[N:7][CH:8]=1 |f:1.2,3.4|. Reported procedure: To a solution of ethyl 2-(6-(5-(aminomethyl)pyridin-2-yloxy)-1-hydroxy-4-methyl-1,3-dihydrobenzo[c][1,2]oxaborol-3-yl)acetate (1.18 g, 3.31 mmol) in MeOH/THF (12 mL, 1:1) was added aqueous NaOH solution (250 mg in 3 mL water). After stirring at room temperature for two hours, the reaction mixture was evaporated and then acidified to pH 3 using 1 M HCl. The precipitate was collected and washed with water and dried to give the product as a white solid (0.85 g, yield 78%). No right mass was observe... Procedure: Cyclopentylthiol was used as starting material in Procedure A, otherwise this compound was prepared in a similar manner to Compound 1, using Procedures A, B, K & L. Reactants: C1CCC(C1)S (Cyclopentylthiol), C1(CCCCC1)S(=O)(=O)C1=C(CC2=C(N(C3=CC=C(C=C23)F)CC(=O)O)C)C=CC=C1 (2-(3-(2-(Cyclohexylsulfonyl)benzyl)-5-fluoro-2-methyl-1H-indol-1-yl)acetic Acid). Yields the product C1(CCCC1)S(=O)(=O)C1=C(CC2=C(N(C3=CC=C(C=C23)F)CC(=O)O)C)C=CC=C1 (2-(3-(2-(Cyclopentylsulfonyl)benzyl)-5-fluoro-2-methyl-1H-indol-1-yl)acetic Acid). RXN SMILES: C1CC(S)CC1.[CH:7]1([S:13]([C:16]2[CH:37]=[CH:36][CH:35]=[CH:34][C:17]=2[CH2:18][C:19]2[C:27]3[C:22](=[CH:23][CH:24]=[C:25]([F:28])[CH:26]=3)[N:21]([CH2:29][C:30]([OH:32])=[O:31])[C:20]=2[CH3:33])(=[O:15])=[O:14])[CH2:12][CH2:11][CH2:10]C[CH2:8]1>>[CH:7]1([S:13]([C:16]2[CH:37]=[CH:36][CH:35]=[CH:34][C:17]=2[CH2:18][C:19]2[C:27]3[C:22](=[CH:23][CH:24]=[C:25]([F:28])[CH:26]=3)[N:21]([CH2:29][C:30]([OH:32])=[O:31])[C:20]=2[CH3:33])(=[O:15])=[O:14])[CH2:8][CH2:10][CH2:11][CH2:12]1. Starting materials: ClC1=CC=C(CC2CCCCC(C2=C)(C)C)C=C1 (7-(4-chlorobenzyl)-2,2-dimethyl-1-methylenecycloheptane), ClC1=CC(=CC=C1)C(=O)OO (m-chloroperbenzoic acid), [OH-].[Ca+2].[OH-] (calcium hydroxide). Run in C(Cl)(Cl)Cl (chloroform). Run at time 1 hour. The product is ClC1=CC=C(CC2CCCCC(C23CO3)(C)C)C=C1 (9-(4-chlorobenzyl)-4,4-dimethyl-1-oxaspiro[2.6]-nonane). RXN SMILES: [Cl:1][C:2]1[CH:18]=[CH:17][C:5]([CH2:6][CH:7]2[C:13](=[CH2:14])[C:12]([CH3:16])([CH3:15])[CH2:11][CH2:10][CH2:9][CH2:8]2)=[CH:4][CH:3]=1.ClC1C=CC=C(C(OO)=[O:27])C=1.[OH-].[Ca+2].[OH-]>C(Cl)(Cl)Cl>[Cl:1][C:2]1[CH:18]=[CH:17][C:5]([CH2:6][CH:7]2[C:13]3([O:27][CH2:14]3)[C:12]([CH3:15])([CH3:16])[CH2:11][CH2:10][CH2:9][CH2:8]2)=[CH:4][CH:3]=1 |f:2.3.4|. Procedure: In 5 ml of chloroform was dissolved 340 mg of 7-(4-chlorobenzyl)-2,2-dimethyl-1-methylenecycloheptane [Compound (III-3) in Table III), and then 450 mg of m-chloroperbenzoic acid was added to the mixture over 10 minutes and the mixture was stirred at room temperature for one hour. Next, 385 mg of calcium hydroxide was added and the mixture was stirred at room temperature for 10 minutes.